Dataset: the Open Reaction Database (ORD), a public repository of structured organic reaction records. Task: describe an organic reaction: reactants, conditions, products, and yield Starting materials: Cl.N[C@H]1CC[C@H](CC1)NC(=O)C1=C(NC=2C1=NC=CC2C2=C(C=C(C(=C2)OC)F)OCC2CC2)C (N-(cis-4-aminocyclohexyl)-7-[2-(cyclopropylmethoxy)-4-fluoro-5-methoxyphenyl]-2-methyl-1H-pyrrolo[3,2-b]pyridine-3-carboxamide hydrochloride), C(CC)(=O)Cl (propionyl chloride). The product is C1(CC1)COC1=C(C=C(C(=C1)F)OC)C1=C2C(=NC=C1)C(=C(N2)C)C(=O)N[C@@H]2CC[C@@H](CC2)NC(CC)=O (7-[2-(Cyclopropylmethoxy)-4-fluoro-5-methoxyphenyl]-2-methyl-N-[cis-4-(propanoylamino)cyclohexyl]-1H-pyrrolo[3,2-b]pyridine-3-carboxamide). Procedure details: Starting from N-(cis-4-aminocyclohexyl)-7-[2-(cyclopropylmethoxy)-4-fluoro-5-methoxyphenyl]-2-methyl-1H-pyrrolo[3,2-b]pyridine-3-carboxamide hydrochloride (example D.f23) and commercially available propionyl chloride the title compound is obtained as colorless solid. As a reaction SMILES: Cl.[NH2:2][C@@H:3]1[CH2:8][CH2:7][C@H:6]([NH:9][C:10]([C:12]2[C:16]3=[N:17][CH:18]=[CH:19][C:20]([C:21]4[CH:26]=[C:25]([O:27][CH3:28])[C:24]([F:29])=[CH:23][C:22]=4[O:30][CH2:31][CH:32]4[CH2:34][CH2:33]4)=[C:15]3[NH:14][C:13]=2[CH3:35])=[O:11])[CH2:5][CH2:4]1.[C:36](Cl)(=[O:39])[CH2:37][CH3:38]>>[CH:32]1([CH2:31][O:30][C:22]2[CH:23]=[C:24]([F:29])[C:25]([O:27][CH3:28])=[CH:26][C:21]=2[C:20]2[CH:19]=[CH:18][N:17]=[C:16]3[C:12]([C:10]([NH:9][C@H:6]4[CH2:7][CH2:8][C@@H:3]([NH:2][C:36](=[O:39])[CH2:37][CH3:38])[CH2:4][CH2:5]4)=[O:11])=[C:13]([CH3:35])[NH:14][C:15]=23)[CH2:33][CH2:34]1 |f:0.1|. Starting materials: cuprous bromide, COC1=CC=C2C=CC(=CC2=C1)OS(=O)(=O)C(F)(F)F (7-Methoxy-2-trifluoromethanesulfonyloxynaphthalene), C[Sn](C1=CC2=C(C=C1[N+](=O)[O-])OCO2)(C)C (Trimethyl(3,4-methylenedioxy-6-nitrophenyl)stannane). Reagents/catalysts: C=1C=CC(=CC1)[P](C=2C=CC=CC2)(C=3C=CC=CC3)[Pd]([P](C=4C=CC=CC4)(C=5C=CC=CC5)C=6C=CC=CC6)([P](C=7C=CC=CC7)(C=8C=CC=CC8)C=9C=CC=CC9)[P](C=1C=CC=CC1)(C=1C=CC=CC1)C=1C=CC=CC1 (Tetrakis(triphenylphosphine)palladium). The solvent is C1CCOC1 (THF). Reaction conditions: time 0.5 hour. Product: C1OC2=CC(=C(C=C2O1)C1=CC=C2C=CC(=CC2=C1)OC)[N+](=O)[O-] (7-(4,5-Methylenedioxy-2-nitrophenyl)-2-methoxynaphthalene). Yield: 33.6%. Reaction SMILES: [CH3:1][O:2][C:3]1[CH:12]=[C:11]2[C:6]([CH:7]=[CH:8][C:9](OS(C(F)(F)F)(=O)=O)=[CH:10]2)=[CH:5][CH:4]=1.C[Sn](C)(C)[C:23]1[C:28]([N+:29]([O-:31])=[O:30])=[CH:27][C:26]2[O:32][CH2:33][O:34][C:25]=2[CH:24]=1>C1COCC1.C1C=CC([P]([Pd]([P](C2C=CC=CC=2)(C2C=CC=CC=2)C2C=CC=CC=2)([P](C2C=CC=CC=2)(C2C=CC=CC=2)C2C=CC=CC=2)[P](C2C=CC=CC=2)(C2C=CC=CC=2)C2C=CC=CC=2)(C2C=CC=CC=2)C2C=CC=CC=2)=CC=1>[CH2:33]1[O:34][C:25]2[C:26](=[CH:27][C:28]([N+:29]([O-:31])=[O:30])=[C:23]([C:9]3[CH:10]=[C:11]4[C:6]([CH:5]=[CH:4][C:3]([O:2][CH3:1])=[CH:12]4)=[CH:7][CH:8]=3)[CH:24]=2)[O:32]1 |^1:45,47,66,85|. Reported procedure: Tetrakis(triphenylphosphine)palladium (0) (120 mg) and cuprous bromide (20 mg) were added to a solution of 7-Methoxy-2-trifluoromethanesulfonyloxynaphthalene 47 (336 mg, 1.1 mmol) and trimethylnitroarylstannane 62 (300 mg, 0.92 mmol) in THF (30 mL) at room temperature and stirred for 0.5 h. The mixture was then refluxed under N2 overnight. After cooling, THF was evaporated in vacuo and ethyl acetate (30 mL) was added to the residue. The solution was washed with water. The organic layer was separ... Starting materials: BrC1=CC=C(C=C1)O (4-Bromophenol), C([O-])([O-])=O.[K+].[K+] (potassium carbonate), ClCC1(OC1)C (2-(chloromethyl)-2-methyloxirane). Product: BrC1=CC=C(OCC2(OC2)C)C=C1 (2-[(4-bromophenoxy)methyl]-2-methyloxirane). Reaction SMILES: [Br:1][C:2]1[CH:7]=[CH:6][C:5]([OH:8])=[CH:4][CH:3]=1.C(=O)([O-])[O-].[K+].[K+].Cl[CH2:16][C:17]1([CH3:20])[CH2:19][O:18]1>>[Br:1][C:2]1[CH:7]=[CH:6][C:5]([O:8][CH2:16][C:17]2([CH3:20])[CH2:19][O:18]2)=[CH:4][CH:3]=1 |f:1.2.3|. Procedure details: 4-Bromophenol (80 g, 462 mmol), 2-(chloromethyl)-2-methyloxirane (400 ml) and potassium carbonate (95.86 g, 693 mmol) were mixed and allowed to react at 100° C. for 4 hours. After the reaction was completed, the mixture was concentrated under reduced pressure. Ethyl acetate (200 ml) and water (400 ml) were added thereto, followed by extraction. The water layer was extracted with ethyl acetate (200 ml). The organic layer was washed with water (200 ml) twice. The organic layer was then concentrate... Starting materials: COC=1C=C(C=CC1N1C=NC(=C1)C)NC(=S)N ([3-methoxy-4-(4-methyl-imidazol-1-yl)-phenyl]-thiourea), ClCC(C(C)(C1=CC(=C(C(=C1)F)F)F)C)=O (1-chloro-3-methyl-3-(3,4,5-trifluoro-phenyl)-butan-2-one). The solvent is C(C)O (ethanol). Yields the product COC=1C=C(C=CC1N1C=NC(=C1)C)NC=1SC=C(N1)C(C)(C1=CC(=C(C(=C1)F)F)F)C ([3-Methoxy-4-(4-methyl-imidazol-1-yl)-phenyl]-{4-[1-methyl-1-(3,4,5-trifluoro-phenyl)-ethyl]-thiazol-2-yl}-amine). The yield is 69.1%. As a reaction SMILES: [CH3:1][O:2][C:3]1[CH:4]=[C:5]([NH:15][C:16]([NH2:18])=[S:17])[CH:6]=[CH:7][C:8]=1[N:9]1[CH:13]=[C:12]([CH3:14])[N:11]=[CH:10]1.Cl[CH2:20][C:21](=O)[C:22]([CH3:33])([C:24]1[CH:29]=[C:28]([F:30])[C:27]([F:31])=[C:26]([F:32])[CH:25]=1)[CH3:23]>C(O)C>[CH3:1][O:2][C:3]1[CH:4]=[C:5]([NH:15][C:16]2[S:17][CH:20]=[C:21]([C:22]([CH3:33])([C:24]3[CH:25]=[C:26]([F:32])[C:27]([F:31])=[C:28]([F:30])[CH:29]=3)[CH3:23])[N:18]=2)[CH:6]=[CH:7][C:8]=1[N:9]1[CH:13]=[C:12]([CH3:14])[N:11]=[CH:10]1. Procedure: A suspension of 78.7 mg (0.3 mmol) [3-methoxy-4-(4-methyl-imidazol-1-yl)-phenyl]-thiourea and of 90.2 mg (0.36 mmol) 1-chloro-3-methyl-3-(3,4,5-trifluoro-phenyl)-butan-2-one in ethanol (3 ml) was heated to reflux over night. The solvent was evaporated under reduced pressure and the residue was purified by column chromatography on silica gel using methylene chloride/methanol 19/1 to 9/1 as eluent to yield 95 mg (69%) of the title compound as a light yellow solid. MS ISP (m/e): 459.1 (100) [(M+H)+... The reactants are Oc1ncnc2c1cnn2-c1c(Cl)cccc1Br, O=P(Cl)(Cl)Cl. The product is Clc1cccc(Br)c1-n1ncc2c(Cl)ncnc21. Reaction SMILES: [Br:6][c:7]1[c:8](-[n:14]2[n:15][cH:16][c:17]3[c:18]2[n:19][cH:20][n:21][c:22]3[OH:23])[c:9]([Cl:13])[cH:10][cH:11][cH:12]1.[Cl:1][P:2](=[O:3])([Cl:4])[Cl:5]>>[Cl:1][c:22]1[c:17]2[cH:16][n:15][n:14](-[c:8]3[c:7]([Br:6])[cH:12][cH:11][cH:10][c:9]3[Cl:13])[c:18]2[n:19][cH:20][n:21]1.